From a dataset of the Open Reaction Database (ORD), a public repository of structured organic reaction records. describe an organic reaction: reactants, conditions, products, and yield Starting materials: resin, C(C)(C)(C)OC(=O)N1CCC=2NC=3C=CC(=CC3C2CC1)B1OC(C(O1)(C)C)(C)C (3-(tert-butyloxycarbonyl)-9-(4,4,5,5-tetramethyl-1,3,2-dioxaborolan-2-yl)-1,2,3,4,5,6-hexahydroazepino[4,5-b]indole), C([O-])([O-])=O.[Cs+].[Cs+] (cesium carbonate), BrC1=CC=NC=C1 (4-bromopyridine). Reagents/catalysts: C1(=CC=CC=C1)P(C1=CC=CC=C1)[C-]1C=CC=C1.[CH-]1C=CC=C1.[Fe+2] (diphenylphosphinoferrocene). Solvent: CO.O1CCOCC1 (MeOH dioxane). Conditions: temperature 90 celsius. Product: C(=O)O.N1=CC=C(C=C1)C1=CC=2C3=C(NC2C=C1)CCNCC3 (9-pyridin-4-yl-1,2,3,4,5,6-hexahydroazepino[4,5-b]indole formate). The yield is 5.9%. RXN SMILES: C([O:5][C:6]([N:8]1[CH2:21][CH2:20][C:19]2[C:18]3[CH:17]=[C:16](B4OC(C)(C)C(C)(C)O4)[CH:15]=[CH:14][C:13]=3[NH:12][C:11]=2[CH2:10][CH2:9]1)=[O:7])(C)(C)C.C(=O)([O-])[O-].[Cs+].[Cs+].Br[C:38]1[CH:43]=[CH:42][N:41]=[CH:40][CH:39]=1>C1(P([C-]2C=CC=C2)C2C=CC=CC=2)C=CC=CC=1.[CH-]1C=CC=C1.[Fe+2].CO.O1CCOCC1>[CH:6]([OH:7])=[O:5].[N:41]1[CH:42]=[CH:43][C:38]([C:16]2[CH:15]=[CH:14][C:13]3[NH:12][C:11]4[CH2:10][CH2:9][NH:8][CH2:21][CH2:20][C:19]=4[C:18]=3[CH:17]=2)=[CH:39][CH:40]=1 |f:1.2.3,5.6.7,8.9,10.11|. Procedure: In a 20 mL vial a solution of MeOH/dioxane (10%, 1.5 mL, degassed with N2) was added to a mixture of 3-(tert-butyloxycarbonyl)-9-(4,4,5,5-tetramethyl-1,3,2-dioxaborolan-2-yl)-1,2,3,4,5,6-hexahydroazepino[4,5-b]indole (0.097 g, 0.235 mmol), cesium carbonate (0.115 g, 0.35 mmol), and 4-bromopyridine hydrocbloride (0.137 g, 0.70 mmol) and diphenylphosphinoferrocene (0.07 g, 5 mol %) were added. The mixture was flushed with argon and tris(dibenzylideneacetone)dipalladium (0) (0.06 g, 3 mol %) was ad... The reactants are C(CCC)[Li] (n-butyllithium), [Cl-].[Cl-].[Cl-].[Cl-].[Zr+4] (zirconium tetrachloride), C(C1=CC=CC=C1)C(CC1=CC=CC=C1)=C1C(=C(C(=C2C=C3C=C(C(=CC3=C12)C(C)(C)C)C1=C(C=CC=C1)C)C1C=CC=C1)C1=C(C=CC=C1)C)C(C)(C)C (dibenzylmethylene(cyclopentadienyl)(2,7-di[o-tolyl]-3,6-ditert-butylfluorene)), C(C)OCC (diethyl ether). The solvent is CCCCCC (hexane). Yields the product [Cl-].[Cl-].C(C1=CC=CC=C1)C(CC1=CC=CC=C1)=[Zr+2](C1=C(C(=CC=2C3=CC(=C(C=C3CC12)C1=C(C=CC=C1)C)C(C)(C)C)C(C)(C)C)C1=C(C=CC=C1)C)C1C=CC=C1 (dibenzylmethylene(cyclopentadienyl)(2,7-di[o-tolyl]-3,6-ditert-butylfluorenyl)zirconium dichloride). The yield is 38.0%. Reaction SMILES: C(C(=[C:16]1[C:28]2[C:20]([CH:21]=[C:22]3[C:27]=2[CH:26]=[C:25]([C:29]([CH3:32])([CH3:31])[CH3:30])[C:24]([C:33]2[CH:38]=[CH:37][CH:36]=[CH:35][C:34]=2[CH3:39])=[CH:23]3)=[C:19](C2C=CC=C2)[C:18]([C:45]2[CH:50]=[CH:49][CH:48]=[CH:47][C:46]=2[CH3:51])=[C:17]1[C:52]([CH3:55])([CH3:54])[CH3:53])CC1C=CC=CC=1)C1C=CC=CC=1.C(O[CH2:59][CH3:60])C.[CH2:61]([Li])[CH2:62][CH2:63][CH3:64].[Cl-:66].[Cl-].[Cl-].[Cl-].[Zr+4:70]>CCCCCC>[Cl-:66].[Cl-:66].[CH2:61]([C:53](=[Zr+2:70]([CH:60]1[CH:59]=[CH:33][CH:24]=[CH:25]1)[C:23]1[C:22]2[CH2:21][C:20]3[C:28](=[CH:16][C:17]([C:52]([CH3:55])([CH3:53])[CH3:54])=[C:18]([C:45]4[CH:50]=[CH:49][CH:48]=[CH:47][C:46]=4[CH3:51])[CH:19]=3)[C:27]=2[CH:26]=[C:25]([C:29]([CH3:32])([CH3:31])[CH3:30])[C:24]=1[C:33]1[CH:38]=[CH:37][CH:36]=[CH:35][C:34]=1[CH3:39])[CH2:52][C:17]1[CH:16]=[CH:28][CH:20]=[CH:19][CH:18]=1)[C:62]1[CH:23]=[CH:22][CH:21]=[CH:64][CH:63]=1 |f:3.4.5.6.7,9.10.11|. Procedure details: Under a nitrogen atmosphere, a 50-mL Schlenk flask was charged with 0.36 g (0.50 mmol) of dibenzylmethylene(cyclopentadienyl)(2,7-di[o-tolyl]-3,6-ditert-butylfluorene) and 25 mL of dehydrated diethyl ether, and the mixture was stirred. This mixed slurry solution was cooled in an ice bath, 0.72 mL (1.09 mmol) of a 1.52 mol/L hexane solution of n-butyllithium was added, and the mixture was stirred for 40 hours while gradually warming to room temperature. This red reaction solution was cooled to −7... Reactants: C1(CCCCC1)CN1C(C2(CC(C1=O)C2)C2=CC=C(C=C2)[N+](=O)[O-])=O (3-cyclohexylmethyl-1-(4-nitrophenyl)-3-azabicyclo[3.1.1]heptane-2,4-dione), CCOCC (ether), CCOCC (ether). The reagents and catalysts are [Pd] (palladium-on-carbon). Run in COCCO (2-methoxyethanol). The product is NC1=CC=C(C=C1)C12C(N(C(C(C1)C2)=O)CC2CCCCC2)=O (1-(4-aminophenyl)-3-cyclohexylmethyl-3-azabicyclo[3.1.1]heptane-2,4-dione). As a reaction SMILES: [CH:1]1([CH2:7][N:8]2[C:13](=[O:14])[CH:12]3[CH2:15][C:10]([C:16]4[CH:21]=[CH:20][C:19]([N+:22]([O-])=O)=[CH:18][CH:17]=4)([CH2:11]3)[C:9]2=[O:25])[CH2:6][CH2:5][CH2:4][CH2:3][CH2:2]1.CCOCC>COCCO.[Pd]>[NH2:22][C:19]1[CH:18]=[CH:17][C:16]([C:10]23[CH2:11][CH:12]([CH2:15]2)[C:13](=[O:14])[N:8]([CH2:7][CH:1]2[CH2:6][CH2:5][CH2:4][CH2:3][CH2:2]2)[C:9]3=[O:25])=[CH:21][CH:20]=1. Reported procedure: In a manner analogous to that described in Example 1a, 6.0 g of 3-cyclohexylmethyl-1-(4-nitrophenyl)-3-azabicyclo[3.1.1]heptane-2,4-dione are dissolved in 120 ml of 2-methoxyethanol, hydrogenated in the presence of 0.6 g of 5% palladium-on-carbon and worked up. Melting point 140°-146° (from ether) Rf (ether)=0.25. Reactants: CC(=O)OC(C)=O, COc1cc2[nH]c(=O)cc(C(F)(F)F)c2cc1N, CC(C)=O, Cc1ccccc1, CC(=O)O, Cc1ccccc1. The product is COc1cc2[nH]c(=O)cc(C(F)(F)F)c2cc1NC(C)=O. Reaction SMILES: [C:19]([CH3:20])(=[O:21])[O:22][C:23](=[O:24])[CH3:25].[CH3:1][O:2][c:3]1[c:4]([NH2:18])[cH:5][c:6]2[c:7]([C:14]([F:15])([F:16])[F:17])[cH:8][c:9](=[O:13])[nH:10][c:11]2[cH:12]1.[CH3:26][C:27]([CH3:28])=[O:29].[CH3:37][c:38]1[cH:39][cH:40][cH:41][cH:42][cH:43]1.[CH3:44][C:45](=[O:46])[OH:47].[c:30]1([CH3:31])[cH:32][cH:33][cH:34][cH:35][cH:36]1>>[CH3:1][O:2][c:3]1[c:4]([NH:18][C:19]([CH3:20])=[O:21])[cH:5][c:6]2[c:7]([C:14]([F:15])([F:16])[F:17])[cH:8][c:9](=[O:13])[nH:10][c:11]2[cH:12]1. The reactants are S(=O)(Cl)Cl (thionyl chloride), CO (methanol), NC1(C2CCC(C1)C2)C(=O)O (2-amino-2-norbornanecarboxylic acid). Run at temperature 0 celsius, time 5 minute. Product: Cl.NC1(C2CCC(C1)C2)C(=O)OC (2-Amino-2-norbornanecarboxylic acid, methyl ester hydrochloride). The yield is 92.0%. Reaction SMILES: S(Cl)([Cl:3])=O.[NH2:5][C:6]1([C:13]([OH:15])=[O:14])[CH2:11][CH:10]2[CH2:12][CH:7]1[CH2:8][CH2:9]2.[CH3:16]O>>[ClH:3].[NH2:5][C:6]1([C:13]([O:15][CH3:16])=[O:14])[CH2:11][CH:10]2[CH2:12][CH:7]1[CH2:8][CH2:9]2 |f:3.4|. Reported procedure: To 25 mL of methanol at 0° C. was added thionyl chloride (2.4 mL, 32 mmol). After stirring at 0° C. for 5 min, 2-amino-2-norbornanecarboxylic acid (1.0 g, 6.4 mmol) was added in one portion, and the mixture was heated at reflux for 16 h. The mixture was concentrated to give the product (1.2 g, 92%) as a white solid. The reactants are OC1=C(C=C(C=C1)CCCCC1C(NC(O1)=O)=O)OC (5-[4-(4-hydroxy-3-methoxyphenyl)butyl]-2,4-oxazolidinedione), ClCC=1N=C(SC1C)\C=C\C1=CC=CC=C1 (4-chloromethyl-5-methyl-2-[(E)-styryl]thiazole). Yields the product COC=1C=C(C=CC1OCC=1N=C(SC1)\C=C\C1=CC=CC=C1)CCCCC1C(NC(O1)=O)=O (5-[4-[3-methoxy-4-[2-[(E)-styryl]-4-thiazolylmethoxy]phenyl]butyl]-2,4-oxazolidinedione). As a reaction SMILES: [OH:1][C:2]1[CH:7]=[CH:6][C:5]([CH2:8][CH2:9][CH2:10][CH2:11][CH:12]2[O:16][C:15](=[O:17])[NH:14][C:13]2=[O:18])=[CH:4][C:3]=1[O:19][CH3:20].Cl[CH2:22][C:23]1[N:24]=[C:25](/[CH:29]=[CH:30]/[C:31]2[CH:36]=[CH:35][CH:34]=[CH:33][CH:32]=2)[S:26][C:27]=1C>>[CH3:20][O:19][C:3]1[CH:4]=[C:5]([CH2:8][CH2:9][CH2:10][CH2:11][CH:12]2[O:16][C:15](=[O:17])[NH:14][C:13]2=[O:18])[CH:6]=[CH:7][C:2]=1[O:1][CH2:22][C:23]1[N:24]=[C:25](/[CH:29]=[CH:30]/[C:31]2[CH:36]=[CH:35][CH:34]=[CH:33][CH:32]=2)[S:26][CH:27]=1. Procedure details: In substantially the same manner as in Working Example 9, 5-[4-(4-hydroxy-3-methoxyphenyl)butyl]-2,4-oxazolidinedione was reacted with 4-chloromethyl-5-methyl-2-[(E)-styryl]thiazole to obtain 5-[4-[3-methoxy-4-[2-[(E)-styryl]-4-thiazolylmethoxy]phenyl]butyl]-2,4-oxazolidinedione, which was recrystallized from ethyl acetate-hexane to give colorless prisms, m.p.167-168° C. Starting materials: O.[OH-].[Li+] (lithium hydroxide monohydrate), ClC1=NC(=NC=C1C(F)(F)F)NC1=C(C=C(CP(OCC)(OCC)=O)C=C1)OC (Diethyl (4-{[4-chloro-5-(trifluoromethyl)pyrimidin-2-yl]amino}-3-methoxybenzyl)phosphonate), NC=1C=CC(=C2CN(C(C12)=O)C)N1CC(NCC1)C(=O)OC (methyl 4-(7-amino-2-methyl-1-oxo-2,3-dihydro-1H-isoindol-4-yl)piperazine-2-carboxylate), NC=1C=CC(=C2CN(C(C12)=O)C)N1CC(NCC1)C(=O)OC (methyl 4-(7-amino-2-methyl-1-oxo-2,3-dihydro-1H-isoindol-4-yl)piperazine-2-carboxylate), FC(C(=O)O)(F)F (trifluoroacetic acid), C(C(F)(F)F)O (trifluoroethanol). The solvent is O (water), C1CCOC1 (THF), CO (methanol). Run at temperature 105 celsius, time 8 hour. The product is C(C)OP(=O)(OCC)CC1=CC(=C(C=C1)NC1=NC=C(C(=N1)NC=1C=CC(=C2CN(C(C12)=O)C)N1CC(NCC1)C(=O)O)C(F)(F)F)OC (4-(7-{[2-({4-[(Diethoxyphosphoryl)methyl]-2-methoxyphenyl}amino)-5-(trifluoromethyl)pyrimidin-4-yl]amino}-2-methyl-1-oxo-2,3-dihydro-1H-isoindol-4-yl)piperazine-2-carboxylic acid), FC(C(=O)O)(F)F (trifluoroacetic acid). The yield is 48.2%. RXN SMILES: Cl[C:2]1[C:7]([C:8]([F:11])([F:10])[F:9])=[CH:6][N:5]=[C:4]([NH:12][C:13]2[CH:27]=[CH:26][C:16]([CH2:17][P:18](=[O:25])([O:22][CH2:23][CH3:24])[O:19][CH2:20][CH3:21])=[CH:15][C:14]=2[O:28][CH3:29])[N:3]=1.[NH2:30][C:31]1[CH:32]=[CH:33][C:34]([N:42]2[CH2:47][CH2:46][NH:45][CH:44]([C:48]([O:50]C)=[O:49])[CH2:43]2)=[C:35]2[C:39]=1[C:38](=[O:40])[N:37]([CH3:41])[CH2:36]2.[F:52][C:53]([F:58])([F:57])[C:54]([OH:56])=[O:55].C(O)C(F)(F)F.O.[OH-].[Li+]>O.CO.C1COCC1>[CH2:20]([O:19][P:18]([CH2:17][C:16]1[CH:26]=[CH:27][C:13]([NH:12][C:4]2[N:3]=[C:2]([NH:30][C:31]3[CH:32]=[CH:33][C:34]([N:42]4[CH2:47][CH2:46][NH:45][CH:44]([C:48]([OH:50])=[O:49])[CH2:43]4)=[C:35]4[C:39]=3[C:38](=[O:40])[N:37]([CH3:41])[CH2:36]4)[C:7]([C:8]([F:11])([F:10])[F:9])=[CH:6][N:5]=2)=[C:14]([O:28][CH3:29])[CH:15]=1)([O:22][CH2:23][CH3:24])=[O:25])[CH3:21].[F:52][C:53]([F:58])([F:57])[C:54]([OH:56])=[O:55] |f:4.5.6|. Procedure details: Diethyl (4-{[4-chloro-5-(trifluoromethyl)pyrimidin-2-yl]amino}-3-methoxybenzyl)phosphonate (18 mg, 0.039 mmol), methyl 4-(7-amino-2-methyl-1-oxo-2,3-dihydro-1H-isoindol-4-yl)piperazine-2-carboxylate (Compound 287A, 6.0 mg, 0.020 mmol), trifluoroacetic acid (4.6 μL, 0.060 mmol) and 0.5 mL trifluoroethanol were mixed. The mixture was heated in microwave 105° C. for 30 minutes. Solvent was evaporated. To the crude solid was added, 0.1 mL THF, 0.1 mL methanol, 0.1 mL water and lithium hydroxide mono... Reactants: CO, COC(=O)CNc1c(C)cccc1C, N. Product: Cc1cccc(C)c1NCC(N)=O. Reaction SMILES: [CH3:16][OH:17].[CH3:1][O:2][C:3]([CH2:4][NH:5][c:6]1[c:7]([CH3:13])[cH:8][cH:9][cH:10][c:11]1[CH3:12])=[O:14].[NH3:15]>>[O:2]=[C:3]([CH2:4][NH:5][c:6]1[c:7]([CH3:13])[cH:8][cH:9][cH:10][c:11]1[CH3:12])[NH2:15].